From a dataset of the Open Reaction Database (ORD), a public repository of structured organic reaction records. describe an organic reaction: reactants, conditions, products, and yield Starting materials: C1CCOC1, CN(C)CCCO, CC(C)OC(=O)N=NC(=O)OC(C)C, COC(=O)c1cccc(-c2ncc(O)cn2)c1, c1ccc(P(c2ccccc2)c2ccccc2)cc1. The product is COC(=O)c1cccc(-c2ncc(OCCCN(C)C)cn2)c1. Reaction SMILES: [CH2:58]1[O:59][CH2:60][CH2:61][CH2:62]1.[CH3:37][N:38]([CH2:39][CH2:40][CH2:41][OH:42])[CH3:43].[O:44]=[C:45]([O:46][CH:47]([CH3:48])[CH3:49])[N:50]=[N:51][C:52]([O:53][CH:54]([CH3:55])[CH3:56])=[O:57].[OH:1][c:2]1[cH:3][n:4][c:5](-[c:8]2[cH:9][c:10]([C:11](=[O:12])[O:13][CH3:14])[cH:15][cH:16][cH:17]2)[n:6][cH:7]1.[c:18]1([P:19]([c:20]2[cH:21][cH:22][cH:23][cH:24][cH:25]2)[c:26]2[cH:27][cH:28][cH:29][cH:30][cH:31]2)[cH:32][cH:33][cH:34][cH:35][cH:36]1>>[O:1]([c:2]1[cH:3][n:4][c:5](-[c:8]2[cH:9][c:10]([C:11](=[O:12])[O:13][CH3:14])[cH:15][cH:16][cH:17]2)[n:6][cH:7]1)[CH2:41][CH2:40][CH2:39][N:38]([CH3:37])[CH3:43]. The reactants are COC(C)OCN(c1onc(C)c1C)S(=O)(=O)c1ccc(Br)s1, CCO, [Na+], [Na+], O=C([O-])[O-], O, OB(O)c1ccccc1, c1ccccc1, c1ccc(P(c2ccccc2)(c2ccccc2)[Pd](P(c2ccccc2)(c2ccccc2)c2ccccc2)(P(c2ccccc2)(c2ccccc2)c2ccccc2)P(c2ccccc2)(c2ccccc2)c2ccccc2)cc1. Product: COC(C)OCN(c1onc(C)c1C)S(=O)(=O)c1ccc(-c2ccccc2)s1. Reaction SMILES: [CH3:16][O:17][CH:18]([CH3:19])[O:20][CH2:21][N:22]([S:23](=[O:24])(=[O:25])[c:26]1[s:27][c:28]([Br:31])[cH:29][cH:30]1)[c:32]1[c:33]([CH3:38])[c:34]([CH3:37])[n:35][o:36]1.[CH3:39][CH2:40][OH:41].[Na+:1].[Na+:2].[O-:3][C:4](=[O:5])[O-:6].[OH2:48].[c:7]1([B:13]([OH:14])[OH:15])[cH:8][cH:9][cH:10][cH:11][cH:12]1.[cH:42]1[cH:43][cH:44][cH:45][cH:46][cH:47]1.[cH:49]1[cH:50][cH:51][c:52]([P:53]([Pd:54]([P:55]([c:56]2[cH:57][cH:58][cH:59][cH:60][cH:61]2)([c:62]2[cH:63][cH:64][cH:65][cH:66][cH:67]2)[c:68]2[cH:69][cH:70][cH:71][cH:72][cH:73]2)([P:74]([c:75]2[cH:76][cH:77][cH:78][cH:79][cH:80]2)([c:81]2[cH:82][cH:83][cH:84][cH:85][cH:86]2)[c:87]2[cH:88][cH:89][cH:90][cH:91][cH:92]2)[P:93]([c:94]2[cH:95][cH:96][cH:97][cH:98][cH:99]2)([c:100]2[cH:101][cH:102][cH:103][cH:104][cH:105]2)[c:106]2[cH:107][cH:108][cH:109][cH:110][cH:111]2)([c:112]2[cH:113][cH:114][cH:115][cH:116][cH:117]2)[c:118]2[cH:119][cH:120][cH:121][cH:122][cH:123]2)[cH:124][cH:125]1>>[c:7]1(-[c:28]2[s:27][c:26]([S:23]([N:22]([CH2:21][O:20][CH:18]([O:17][CH3:16])[CH3:19])[c:32]3[c:33]([CH3:38])[c:34]([CH3:37])[n:35][o:36]3)(=[O:24])=[O:25])[cH:30][cH:29]2)[cH:8][cH:9][cH:10][cH:11][cH:12]1. Reactants: ClC=1N=C2C(=C(C=NC2=CC1)C(C)=O)NC1CCC(CC1)CN1CCN(CC1)C (1-(6-chloro-4-{4-[(4-methylpiperazin-1-yl)methyl]-cyclohexyl amino}-1,5-naphthyridin-3-yl)ethanone), ClC1=C(C(=CC(=C1)B1OC(C(O1)(C)C)(C)C)Cl)O (2,6-dichloro-4-(4,4,5,5-tetramethyl-1,3,2-dioxaborolan-2-yl)phenol), trihydrochloride. Yields the product Cl.Cl.Cl.ClC=1C=C(C=C(C1O)Cl)C=1N=C2C(=C(C=NC2=CC1)C(C)=O)N[C@@H]1CC[C@H](CC1)CN1CCN(CC1)C (1-(6-(3,5-Dichloro-4-hydroxyphenyl)-4-{trans-4-[(4-methylpiperazin-1-yl)methyl]cyclohexyl-amino}-1,5-naphthyridin-3-yl)ethanone trihydrochloride). Isolated yield 125.1%. As a reaction SMILES: [Cl:1][C:2]1[N:3]=[C:4]2[C:9](=[CH:10][CH:11]=1)[N:8]=[CH:7][C:6]([C:12](=[O:14])[CH3:13])=[C:5]2[NH:15][CH:16]1[CH2:21][CH2:20][CH:19]([CH2:22][N:23]2[CH2:28][CH2:27][N:26]([CH3:29])[CH2:25][CH2:24]2)[CH2:18][CH2:17]1.[Cl:30][C:31]1[CH:36]=[C:35](B2OC(C)(C)C(C)(C)O2)[CH:34]=[C:33]([Cl:46])[C:32]=1[OH:47]>>[ClH:1].[ClH:30].[ClH:1].[Cl:46][C:33]1[CH:34]=[C:35]([C:2]2[N:3]=[C:4]3[C:9](=[CH:10][CH:11]=2)[N:8]=[CH:7][C:6]([C:12](=[O:14])[CH3:13])=[C:5]3[NH:15][C@H:16]2[CH2:17][CH2:18][C@H:19]([CH2:22][N:23]3[CH2:24][CH2:25][N:26]([CH3:29])[CH2:27][CH2:28]3)[CH2:20][CH2:21]2)[CH:36]=[C:31]([Cl:30])[C:32]=1[OH:47] |f:2.3.4.5|. Procedure: Following general procedure II, 1-(6-chloro-4-{4-[(4-methylpiperazin-1-yl)methyl]-cyclohexyl amino}-1,5-naphthyridin-3-yl)ethanone (32 mg, 0.076 mmol) was reacted with 2,6-dichloro-4-(4,4,5,5-tetramethyl-1,3,2-dioxaborolan-2-yl)phenol (26 mg, 0.092 mmol) followed by formation of the trihydrochloride salt to afford the desired product (31 mg, 67%) as a yellow solid: 1H NMR (500 MHz, CD3OD) δ 9.14 (s, 1H), 8.46 (d, J=8.9 Hz, 1H), 8.33 (d, J=8.9 Hz, 1H), 8.10 (s, 2H), 5.73-5.68 (m, 1H), 3.75 (br s,...